Dataset: the Open Reaction Database (ORD), a public repository of structured organic reaction records. Task: describe an organic reaction: reactants, conditions, products, and yield Starting materials: C(C(=O)Cl)(=O)Cl (oxalyl chloride), CS(=O)C (DMSO), C(C)(C)N(CC)C(C)C (diisopropylethylamine), 3-(1-benzyl-piperidin)yl, C(C1=CC=CC=C1)N1CCC(CC1)CCCO (3-(1-Benzyl-piperidin-4-yl)-propan-1-ol). Solvent: C(Cl)Cl (CH2Cl2), C(Cl)Cl (CH2Cl2), C(Cl)Cl (CH2Cl2). Reaction conditions: temperature 0 celsius, time 5 minute. Product: C(C1=CC=CC=C1)N1CCC(CC1)CCC=O (3-(1-Benzyl-piperidin-4-yl)-propionaldehyde). Reaction SMILES: C(Cl)(=O)C(Cl)=O.CS(C)=O.[CH2:11]([N:18]1[CH2:23][CH2:22][CH:21]([CH2:24][CH2:25][CH2:26][OH:27])[CH2:20][CH2:19]1)[C:12]1[CH:17]=[CH:16][CH:15]=[CH:14][CH:13]=1.C(N(C(C)C)CC)(C)C>C(Cl)Cl>[CH2:11]([N:18]1[CH2:23][CH2:22][CH:21]([CH2:24][CH2:25][CH:26]=[O:27])[CH2:20][CH2:19]1)[C:12]1[CH:17]=[CH:16][CH:15]=[CH:14][CH:13]=1. Reported procedure: To a solution of 0.93 mL of oxalyl chloride in 20 mL of CH2Cl2 at −78° C. was added 1.13 mL of DMSO in 0.1 mL of CH2Cl2 dropwise. After stirring 5 min, a solution of 3-(1-benzyl-piperidin)yl)propan-1-ol (form Step C) in 8 mL of CH2Cl2 was added dropwise. After stirring 15 minutes, 0.75 mL of diisopropylethylamine was added. The reaction was warmed to 0° C. and stirred for 20 min. After quenching with H2O, the reaction was diluted with 50 mL of CH2Cl2. The aqueous layer was extracted with 2×50 mL... Starting materials: CC1=CC(=CC=2C=COC21)[N+](=O)[O-] (7-Methyl-5-nitro-1-benzofuran), CC1=CC(=CC=2C=COC21)[N+](=O)[O-] (7-Methyl-5-nitro-1-benzofuran), C(C1=CC=CC=C1)(=O)OOC(C1=CC=CC=C1)=O (benzoyl peroxide), C1CC(=O)N(C1=O)Br (NBS), C1CC(=O)N(C1=O)Br (NBS), C(C1=CC=CC=C1)(=O)OOC(C1=CC=CC=C1)=O (Benzoyl peroxide). The solvent is C(Cl)(Cl)(Cl)Cl (CCl4). Reaction conditions: temperature 80 celsius, time 3 minute. Product: BrCC1=CC(=CC=2C=COC21)[N+](=O)[O-] (7-(Bromomethyl)-5-nitro-benzofuran). Reaction SMILES: [CH3:1][C:2]1[C:10]2[O:9][CH:8]=[CH:7][C:6]=2[CH:5]=[C:4]([N+:11]([O-:13])=[O:12])[CH:3]=1.C(OOC(=O)C1C=CC=CC=1)(=O)C1C=CC=CC=1.C1C(=O)N([Br:39])C(=O)C1>C(Cl)(Cl)(Cl)Cl>[Br:39][CH2:1][C:2]1[C:10]2[O:9][CH:8]=[CH:7][C:6]=2[CH:5]=[C:4]([N+:11]([O-:13])=[O:12])[CH:3]=1. Procedure: 7-Methyl-5-nitro-1-benzofuran (2.1 g, 12 mmol; Intermediate 63) was dissolved in CCl4 and heated to 80° C. Benzoyl peroxide (0.43 g, 1.6 mmol) was added followed by NBS (2.1 g, 12 mmol) that was added in small portions. The reaction mixture was heated at reflux overnight with stirring. Additional benzoyl peroxide (0.08 mmol) and NBS (0.2 mmol) were added and the reaction mixture was stirred for one additional night. After this time, the mixture was filtered and concentrated. The crude was rediss... The reactants are N1(CCOCC1)C=1N=C(NC(C1)=O)CC(=O)[O-].[Na+] (sodium [4-(morpholin-4-yl)-6-oxo-1,6-dihydropyrimidin-2-yl]acetate), NC1=C(C=C(C(=C1)F)F)O (2-amino-4,5-difluorophenol), Cl.CN(CCCN=C=NCC)C (N-[3-(dimethylamino)propyl]-N′-ethylcarbodiimide hydrochloride). Run in N1=CC=CC=C1 (pyridine), CN(C=O)C (dimethylformamide). The product is FC1=CC(=C(C=C1F)NC(CC=1NC(C=C(N1)N1CCOCC1)=O)=O)O (N-(4,5-difluoro-2-hydroxyphenyl)-2-[4-(morpholin-4-yl)-6-oxo-1,6-dihydropyrimidin-2-yl]acetamide). The yield is 71306.5%. Reaction SMILES: [N:1]1([C:7]2[N:8]=[C:9]([CH2:14][C:15]([O-:17])=O)[NH:10][C:11](=[O:13])[CH:12]=2)[CH2:6][CH2:5][O:4][CH2:3][CH2:2]1.[Na+].[NH2:19][C:20]1[CH:25]=[C:24]([F:26])[C:23]([F:27])=[CH:22][C:21]=1[OH:28].Cl.CN(C)CCCN=C=NCC>N1C=CC=CC=1.CN(C)C=O>[F:27][C:23]1[C:24]([F:26])=[CH:25][C:20]([NH:19][C:15](=[O:17])[CH2:14][C:9]2[NH:10][C:11](=[O:13])[CH:12]=[C:7]([N:1]3[CH2:2][CH2:3][O:4][CH2:5][CH2:6]3)[N:8]=2)=[C:21]([OH:28])[CH:22]=1 |f:0.1,3.4|. Procedure details: The product is prepared according to the procedure described in stage 1 of Example 2, but using 500 mg of sodium [4-(morpholin-4-yl)-6-oxo-1,6-dihydropyrimidin-2-yl]acetate (Example 1, stage 2), 425 mg of 2-amino-4,5-difluorophenol and 600 mg of N-[3-(dimethylamino)propyl]-N′-ethylcarbodiimide hydrochloride in a mixture of 4 ml of pyridine and 4 ml of dimethylformamide. 500 g of N-(4,5-difluoro-2-hydroxyphenyl)-2-[4-(morpholin-4-yl)-6-oxo-1,6-dihydropyrimidin-2-yl]acetamide are obtained in the f... Reactants: CCOC(C)=O, O=C(CCl)c1ccccc1, O=C(NC1CN2CCC1CC2)OC(c1ccccc1)c1ccccc1. Yields the product O=C(NC1C[N+]2(CC(=O)c3ccccc3)CCC1CC2)OC(c1ccccc1)c1ccccc1, [Cl-]. As a reaction SMILES: [CH3:36][CH2:37][O:38][C:39](=[O:40])[CH3:41].[Cl:1][CH2:2][C:3](=[O:4])[c:5]1[cH:6][cH:7][cH:8][cH:9][cH:10]1.[N:11]12[CH2:12][CH:13]([NH:19][C:20]([O:21][CH:22]([c:23]3[cH:24][cH:25][cH:26][cH:27][cH:28]3)[c:29]3[cH:30][cH:31][cH:32][cH:33][cH:34]3)=[O:35])[CH:14]([CH2:15][CH2:16]1)[CH2:17][CH2:18]2>>[CH2:2]([C:3](=[O:4])[c:5]1[cH:6][cH:7][cH:8][cH:9][cH:10]1)[N+:11]12[CH2:12][CH:13]([NH:19][C:20]([O:21][CH:22]([c:23]3[cH:24][cH:25][cH:26][cH:27][cH:28]3)[c:29]3[cH:30][cH:31][cH:32][cH:33][cH:34]3)=[O:35])[CH:14]([CH2:15][CH2:16]1)[CH2:17][CH2:18]2.[Cl-:1]. Reactants: C=O (formaldehyde), Cl (hydrochloric acid), ClC=1C=C2C(=NC1)NC(O2)=O (6-chlorooxazolo-[4,5-b]-pyridin-2-(3H)-one). Solvent: O (water). Reaction conditions: time 4 hour. The product is OCN1C(OC=2C1=NC=C(C2)Cl)=O (3-hydroxymethyl-6-chloro-oxazolo[ 4,5-b]pyridin-2-(3H)-one). Yield: 85.0%. Reaction SMILES: [CH2:1]=[O:2].Cl.[Cl:4][C:5]1[CH:6]=[C:7]2[O:13][C:12](=[O:14])[NH:11][C:8]2=[N:9][CH:10]=1>O>[OH:2][CH2:1][N:11]1[C:8]2=[N:9][CH:10]=[C:5]([Cl:4])[CH:6]=[C:7]2[O:13][C:12]1=[O:14]. Procedure: 8 parts of 38% formaldehyde solution and 25 parts of 2N hydrochloric acid are added to a solution of 8.5 parts of 6-chlorooxazolo-[4,5-b]-pyridin-2-(3H)-one in 60 parts of water, and the whole is stirred for 4 hours at 50° to 60° C. After cooling with ice, filtration is performed and the residue is washed with ice water. There are obtained 8.5 parts of 3-hydroxymethyl-6-chloro-oxazolo[ 4,5-b]pyridin-2-(3H)-one (85% of theory), m.p. 137°-139° C. Reactants: COC([C@@H](NC(C(F)(F)F)=O)CC1=CC(=C(C(=C1)Cl)O)Cl)=O (3,5-dichloro-N-trifluoroacetyl-L-tyrosine methyl ester), C([O-])([O-])=O.[K+].[K+] (Potassium carbonate), ClCC1=CC=CC2=C1OC(=C2)C2=CC=CC=C2 (7-chloromethyl-2-phenylbenzo[b]furan), CN(C=O)C (Dimethylformamide), n-tetrabutylammonium iodide, ice water. Solvent: CC(=O)C (acetone). Yields the product COC([C@@H](NC(C(F)(F)F)=O)CC1=CC(=C(C(=C1)Cl)OCC1=CC=CC2=C1OC(=C2)C2=CC=CC=C2)Cl)=O (3,5-dichloro-N-trifluoroacetyl-O-[(2-phenylbenzo[b]fur-7-yl)methyl]-L-tyrosine methyl ester). Yield: 52.0%. RXN SMILES: C(=O)([O-])[O-].[K+].[K+].Cl[CH2:8][C:9]1[C:14]2[O:15][C:16]([C:18]3[CH:23]=[CH:22][CH:21]=[CH:20][CH:19]=3)=[CH:17][C:13]=2[CH:12]=[CH:11][CH:10]=1.[CH3:24][O:25][C:26](=[O:45])[C@H:27]([CH2:35][C:36]1[CH:41]=[C:40]([Cl:42])[C:39]([OH:43])=[C:38]([Cl:44])[CH:37]=1)[NH:28][C:29](=[O:34])[C:30]([F:33])([F:32])[F:31].CN(C)C=O>CC(C)=O>[CH3:24][O:25][C:26](=[O:45])[C@H:27]([CH2:35][C:36]1[CH:37]=[C:38]([Cl:44])[C:39]([O:43][CH2:8][C:9]2[C:14]3[O:15][C:16]([C:18]4[CH:23]=[CH:22][CH:21]=[CH:20][CH:19]=4)=[CH:17][C:13]=3[CH:12]=[CH:11][CH:10]=2)=[C:40]([Cl:42])[CH:41]=1)[NH:28][C:29](=[O:34])[C:30]([F:33])([F:31])[F:32] |f:0.1.2|. Procedure: Potassium carbonate (180 mg, 1.30 mmol) and 7-chloromethyl-2-phenylbenzo[b]furan. (171 mg, 0.705 mmol) were added in turn to a solution of 3,5-dichloro-N-trifluoroacetyl-L-tyrosine methyl ester (221 mg, 0.614 mmol) in acetone (3 ml) with stirring under ice cooling and the mixture was stirred under argon atmosphere at the same temperature for 5 hrs. Dimethylformamide (2 ml) and n-tetrabutylammonium iodide (23 mg, 0.062 mmol) were added to the mixture and stirred at room temperature for 21 hrs. Th... Starting materials: C(C)(=O)OC(C)=O (acetic anhydride), FC(C(C(F)(F)F)(O)C1=CC=C(C=C1)C)(F)F (4-[2,2,2-trifluoro-1-hydroxy-1-(trifluoromethyl)ethyl]toluene), S(O)(O)(=O)=O (sulfuric acid), C(C)(=O)OC(C)=O (acetic anhydride), ice. Reagents/catalysts: [O-2].[O-2].[O-2].[Cr+6] (chromium trioxide). Run in O (water), O (water). Reaction conditions: time 2 hour. Product: C(C)(=O)OC(C1=CC=C(C=C1)C(C(F)(F)F)(C(F)(F)F)OC(C)=O)OC(C)=O (α,α -bis-acetyloxy-4-[1-(acetyloxy)-2,2,2-trifluoro-1-(trifluoromethyl)ethyl]toluene). RXN SMILES: [F:1][C:2]([F:17])([F:16])[C:3]([C:9]1[CH:14]=[CH:13]C(C)=[CH:11][CH:10]=1)([OH:8])[C:4]([F:7])([F:6])[F:5].S(=O)(=O)(O)O.[C:23]([O:26][C:27](=[O:29])[CH3:28])(=[O:25])[CH3:24]>O.[O-2].[O-2].[O-2].[Cr+6]>[C:23]([O:26][CH:27]([O:29][C:27](=[O:26])[CH3:28])[C:28]1[CH:11]=[CH:10][C:9]([C:3]([O:8][C:23](=[O:25])[CH3:24])([C:2]([F:1])([F:16])[F:17])[C:4]([F:5])([F:6])[F:7])=[CH:14][CH:13]=1)(=[O:25])[CH3:24] |f:4.5.6.7|. Procedure: To a solution of 156 g (0.60 mole) of 4-[2,2,2-trifluoro-1-hydroxy-1-(trifluoromethyl)ethyl]toluene in 675 ml of acetic anhydride is added 135 ml of concentrated sulfuric acid at 0°. To the solution stirred at 0° is added a soluton of 168 g (1.68 mole) of chromium trioxide in 750 ml of acetic anhydride dropwise over a two-hour period. After stirring is continued for an additional two hours, the resulting reaction mixture is poured into five liters of ice and is diluted with five liters of water ... Reactants: COC1=NC(=NC(=C1C(=O)N)NC=1C=NC(=CC1)OC)SC (4-methoxy-6-[(6-methoxy-pyridin-3-yl)amino]-2-(methylsulfanyl)pyrimidine-5-carboxamide), Cl (hydrochloric acid), [OH-].[Na+] (sodium hydroxide). Run in O (water). Run at temperature 80 celsius, time 1.5 hour. Yields the product COC1=CC=C(C=N1)NC=1N=C(NC(C1C(=O)N)=O)SC (4-[(6-methoxy-pyridin-3-yl)amino]-2-(methylsulfanyl)-6-oxo-1,6-dihydropyrimidine-5-carboxamide). The yield is 101.6%. RXN SMILES: C[O:2][C:3]1[C:8]([C:9]([NH2:11])=[O:10])=[C:7]([NH:12][C:13]2[CH:14]=[N:15][C:16]([O:19][CH3:20])=[CH:17][CH:18]=2)[N:6]=[C:5]([S:21][CH3:22])[N:4]=1.Cl.[OH-].[Na+]>O>[CH3:20][O:19][C:16]1[N:15]=[CH:14][C:13]([NH:12][C:7]2[N:6]=[C:5]([S:21][CH3:22])[NH:4][C:3](=[O:2])[C:8]=2[C:9]([NH2:11])=[O:10])=[CH:18][CH:17]=1 |f:2.3|. Procedure: To a mixture of 4-methoxy-6-[(6-methoxy-pyridin-3-yl)amino]-2-(methylsulfanyl)pyrimidine-5-carboxamide (Preparation Example 337) (0.35 g) and water (2.2 mL), concentrated hydrochloric acid (2.2 mL) was added and stirred at 80° C. for 1.5 hours. After the reaction liquid was cooled, 1M aqueous sodium hydroxide was added so that the reaction liquid became almost neutral, and then the resulting solid was collected by filtration to give 4-[(6-methoxy-pyridin-3-yl)amino]-2-(methylsulfanyl)-6-oxo-1,6-... Reactants: NC1=C(C=CC=C1)C1=C(C=CC=C1)N (2,2′-Diaminobiphenyl), [H-].[H-].[H-].[H-].[Li+].[Al+3] (LAH), C1(=CC=CC=C1)C (toluene), C12C(C3CC(CC(C1)C3)C2)=O (2-adamantanone), CC=1C=CC(=CC1)S(=O)(=O)O (pTsOH). Run in C1CCOC1 (THF). Conditions: temperature 50 celsius. Product: C12C(C3CC(CC(C1)C3)C2)NC2=C(C=CC=C2)C2=C(C=CC=C2)NC2C3CC1CC(CC2C1)C3 (2,2′-Bis(2-Adamantylamino)Biphenyl). Yield: 100.0%. As a reaction SMILES: [NH2:1][C:2]1[CH:7]=[CH:6][CH:5]=[CH:4][C:3]=1[C:8]1[CH:13]=[CH:12][CH:11]=[CH:10][C:9]=1[NH2:14].[CH:15]12[CH2:24][CH:19]3[CH2:20][CH:21]([CH2:23][CH:17]([CH2:18]3)[C:16]1=O)[CH2:22]2.[CH3:26][C:27]1[CH:28]=[CH:29][C:30](S(O)(=O)=O)=[CH:31][CH:32]=1.[H-].[H-].[H-].[H-].[Li+].[Al+3].[C:43]1(C)[CH:48]=CC=C[CH:44]=1>C1COCC1>[CH:15]12[CH2:24][CH:19]3[CH2:20][CH:21]([CH2:23][CH:17]([CH2:18]3)[CH:16]1[NH:1][C:2]1[CH:7]=[CH:6][CH:5]=[CH:4][C:3]=1[C:8]1[CH:13]=[CH:12][CH:11]=[CH:10][C:9]=1[NH:14][CH:26]1[CH:43]3[CH2:48][CH:31]4[CH2:30][CH:29]([CH2:28][CH:27]1[CH2:32]4)[CH2:44]3)[CH2:22]2 |f:3.4.5.6.7.8|. Procedure details: 614 mg (3.33 mmol) of 2,2′-diaminobiphenyl 9H and 1 g (6.65 mmol) 2-adamantanone were combined with 1% (per amine functionality) pTsOH in a Dean-Stark apparatus. The reagents were dissolved in approximately 200 mL toluene and refluxed for 72 hours. The solvent was stripped off, and 122 mg (3.22 mmol) LAH was added, followed by approximately 200 mL THF. The reaction flask was heated to 50° C. for 2 h, followed by a careful quenching with approximately 100 mL water and 10 mL sat. NH4Cl. The result...